Dataset: the Open Reaction Database (ORD), a public repository of structured organic reaction records. Task: describe an organic reaction: reactants, conditions, products, and yield Starting materials: C(N)(OCCC1=CC=C(C=C1)OC1=CC(=CC(=C1)C(F)(F)F)Cl)=N (2-(4-{[3-chloro-5-(trifluoromethyl)phenyl]oxy}phenyl)ethyl imidocarbamate), C(=O)C(C(=O)OC)CC=1C=NC(=NC1)OC (methyl 2-formyl-3-[2-(methyloxy)-5-pyrimidinyl]propanoate), C(=O)([O-])[O-].[K+].[K+] (K2CO3). Run in CN1CCCC1=O (NMP). Run at temperature 130 celsius. Product: ClC=1C=C(C=C(C1)C(F)(F)F)OC1=CC=C(C=C1)CCOC=1NC=C(C(N1)=O)CC=1C=NC(=NC1)OC (2-{[2-(4-{[3-chloro-5-(trifluoromethyl)phenyl]oxy}phenyl)ethyl]oxy}-5-{[2-(methyloxy)-5-pyrimidinyl]methyl}-4(1H)-pyrimidinone). Isolated yield 14.5%. As a reaction SMILES: [C:1](=[NH:24])([O:3][CH2:4][CH2:5][C:6]1[CH:11]=[CH:10][C:9]([O:12][C:13]2[CH:18]=[C:17]([C:19]([F:22])([F:21])[F:20])[CH:16]=[C:15]([Cl:23])[CH:14]=2)=[CH:8][CH:7]=1)[NH2:2].[CH:25]([CH:27]([CH2:32][C:33]1[CH:34]=[N:35][C:36]([O:39][CH3:40])=[N:37][CH:38]=1)[C:28](OC)=O)=[O:26].C([O-])([O-])=O.[K+].[K+]>CN1C(=O)CCC1>[Cl:23][C:15]1[CH:14]=[C:13]([O:12][C:9]2[CH:8]=[CH:7][C:6]([CH2:5][CH2:4][O:3][C:1]3[NH:2][CH:28]=[C:27]([CH2:32][C:33]4[CH:34]=[N:35][C:36]([O:39][CH3:40])=[N:37][CH:38]=4)[C:25](=[O:26])[N:24]=3)=[CH:11][CH:10]=2)[CH:18]=[C:17]([C:19]([F:21])([F:22])[F:20])[CH:16]=1 |f:2.3.4|. Procedure details: To the solution of 2-(4-{[3-chloro-5-(trifluoromethyl)phenyl]oxy}phenyl)ethyl imidocarbamate (230 mg, 0.488 mmol) and methyl 2-formyl-3-[2-(methyloxy)-5-pyrimidinyl]propanoate (131 mg, 0.585 mmol) in NMP (3 mL) was added K2CO3 (270 mg, 1.950 mmol). The mixture was heated with a microwave reactor at 130° C. for 1 h. Purification via MDAP then afforded the title compound (38 mg, 0.071 mmol, 14.63% yield). LCMS: rt=3.68 min, [M+H+]=533 Reactants: O (water), CC(C)([O-])C.[K+] (potassium tert-butoxide), [Br-].C1(=CC=CC=C1)[P+](CC1OCCO1)(C1=CC=CC=C1)C1=CC=CC=C1 (triphenyl-1,3-dioxolan-2-ylmethylphosphonium bromide), C(C)(=O)O[C@H]1C(O[C@@H]([C@H]([C@@H]1OC(C)=O)OC(C)=O)COC(C)=O)OC1=CC=C(C=O)C=C1 (4-(2,3,4,6-Tetra-O-acetyl-D-glucopyranosyloxy)benzaldehyde), C1CCOC1 (THF). Product: C(C)(=O)O[C@H]1C(O[C@@H]([C@H]([C@@H]1OC(C)=O)OC(C)=O)COC(C)=O)OC1OC(OC1)\C=C\C1=CC=CC=C1 (4-(2,3,4,6-Tetra-O-acetyl-D-glucopyranosyloxy)-(E)-2-styryl-1,3-dioxolane). Yield: 64.0%. RXN SMILES: [C:1]([O:4][C@@H:5]1[C@@H:10]([O:11][C:12](=[O:14])[CH3:13])[C@H:9]([O:15][C:16](=[O:18])[CH3:17])[C@@H:8]([CH2:19][O:20][C:21](=[O:23])[CH3:22])[O:7][CH:6]1[O:24]C1C=CC(C=O)=CC=1)(=[O:3])[CH3:2].[CH3:33][C:34]([CH3:37])([O-])[CH3:35].[K+].[Br-].[C:40]1([P+](C2C=CC=CC=2)(C2C=CC=CC=2)CC2OCCO2)[CH:45]=CC=C[CH:41]=1.[OH2:65].[CH2:66]1[CH2:70][O:69][CH2:68][CH2:67]1>>[C:1]([O:4][C@@H:5]1[C@@H:10]([O:11][C:12](=[O:14])[CH3:13])[C@H:9]([O:15][C:16](=[O:18])[CH3:17])[C@@H:8]([CH2:19][O:20][C:21](=[O:23])[CH3:22])[O:7][CH:6]1[O:24][CH:66]1[CH2:70][O:69][CH:68](/[CH:67]=[CH:33]/[C:34]2[CH:37]=[CH:45][CH:40]=[CH:41][CH:35]=2)[O:65]1)(=[O:3])[CH3:2] |f:1.2,3.4|. Reported procedure: 4-(2,3,4,6-Tetra-O-acetyl-D-glucopyranosyloxy)benzaldehyde 2 (3.4 g, 7.5 mmol) was dissolved in THF (75 mL), potassium tert-butoxide (0.84 g, 7.5 mmol) and (1,3-dioxolan-2-ylmethyl)triphenylphosphonium bromide 3 (3.95 g, 9.2 mmol) was added portionwise. The reaction mixture was heated to reflux for 10 h. After completion of the reaction, the mixture was added water and extracted with CH2Cl2 (2×100 mL). Organic layers were combined, dried over MgSO4 and concentrated. The residue was purified by s... Reactants: BrCC1CCCO1, O=C([O-])[O-], CS(C)=O, [I-], [K+], [K+], [Na+], O=S1(=O)CCN2C=CC=C(c3ccc(O)cc3)C2=N1, O. The product is O=S1(=O)CCN2C=CC=C(c3ccc(OCC4CCCO4)cc3)C2=N1. As a reaction SMILES: [Br:9][CH2:10][CH:11]1[O:12][CH2:13][CH2:14][CH2:15]1.[C:1](=[O:2])([O-:3])[O-:4].[CH3:35][S:36]([CH3:37])=[O:38].[I-:8].[K+:5].[K+:6].[Na+:7].[O:16]=[S:17]1(=[O:34])[N:18]=[C:19]2[N:20]([CH2:21][CH2:22]1)[CH:23]=[CH:24][CH:25]=[C:26]2[c:27]1[cH:28][cH:29][c:30]([OH:33])[cH:31][cH:32]1.[OH2:39]>>[CH2:10]([CH:11]1[O:12][CH2:13][CH2:14][CH2:15]1)[O:33][c:30]1[cH:29][cH:28][c:27]([C:26]2=[CH:25][CH:24]=[CH:23][N:20]3[C:19]2=[N:18][S:17](=[O:16])(=[O:34])[CH2:22][CH2:21]3)[cH:32][cH:31]1. The reactants are FC(C1(N=C(COC1)N)C1=C(C=CC=C1)F)F (5-difluoromethyl-5-(2-fluoro-phenyl)-5,6-dihydro-2H-[1,4]oxazin-3-ylamine), CC(C)(C)OC (TBME), [OH-].[Na+] (NaOH), [N+](=O)([O-])[O-].[K+] (Potassium nitrate), ice. The solvent is S(O)(O)(=O)=O (sulfuric acid), S(O)(O)(=O)=O (sulfuric acid). Run at time 1 hour. The product is FC(C1(N=C(COC1)N)C1=C(C=CC(=C1)[N+](=O)[O-])F)F (5-Difluoromethyl-5-(2-fluoro-5-nitro-phenyl)-5,6-dihydro-2H-[1,4]oxazin-3-ylamine). Isolated yield 97.9%. RXN SMILES: [N+:1]([O-:4])([O-])=[O:2].[K+].[F:6][CH:7]([F:22])[C:8]1([C:15]2[CH:20]=[CH:19][CH:18]=[CH:17][C:16]=2[F:21])[CH2:13][O:12][CH2:11][C:10]([NH2:14])=[N:9]1.CC(OC)(C)C.[OH-].[Na+]>S(=O)(=O)(O)O>[F:22][CH:7]([F:6])[C:8]1([C:15]2[CH:20]=[C:19]([N+:1]([O-:4])=[O:2])[CH:18]=[CH:17][C:16]=2[F:21])[CH2:13][O:12][CH2:11][C:10]([NH2:14])=[N:9]1 |f:0.1,4.5|. Procedure details: Potassium nitrate (60.3 g, 596 mmol) was added portionwise to 600 ml sulfuric acid (Temperature<20° C.). This solution was added dropwise to a solution of 5-difluoromethyl-5-(2-fluoro-phenyl)-5,6-dihydro-2H-[1,4]oxazin-3-ylamine (112 g, 459 mmol) in 600 ml sulfuric acid, while keeping the reaction temperature<22° C. with an ice bath. After stirring for 1 h, the mixture was poured onto 10 Kg ice. TBME (6 L) was added and the pH was adjusted to 12-14 by the addition of about 5 L 30% aqueous NaOH. ... Reactants: ClC1=C(N)C(=CC=C1)Cl (2,6-dichloroaniline), C(C)(=O)Cl (acetyl chloride), ice water. Reported procedure: To a mechanically stirred solution of 2,6-dichloroaniline (76 g, 0.047 mol) in 60 mL of glacial acetic acid is added dropwise acetyl chloride (36 mL, 0.5 mol). After the addition is complete, the reaction mixture is heated at 90° C. for 20 minutes. The solution is poured into ice water (500 mL), forming a white precipitate. The solids are filtered, washed with water and dried to give the product (91.8 g, 96%, white solid, m.p. 179°-180° C., lit. m.p. 180°-181° C. form glacial acetic acid). Run in C(C)(=O)O (acetic acid). Run at temperature 90 celsius. RXN SMILES: [Cl:1][C:2]1[CH:8]=[CH:7][CH:6]=[C:5]([Cl:9])[C:3]=1[NH2:4].[C:10](Cl)(=[O:12])[CH3:11]>C(O)(=O)C>[CH3:11][C:10]([NH:4][C:3]1[C:2]([Cl:1])=[CH:8][CH:7]=[CH:6][C:5]=1[Cl:9])=[O:12]. Product: CC(=O)NC1=C(C=CC=C1Cl)Cl (2,6-Dichloroacetanilide). The reactants are C1(=CCCCC1)C1=CC(=CN1S(=O)(=O)C1=CC(=CC=C1)OCC(=O)NC1CC1)CN(C(OC(C)(C)C)=O)C (tert-butyl ((5-(cyclohex-1-en-1-yl)-1-((3-(2-(cyclopropylamino)-2-oxoethoxy)phenyl)sulfonyl)-1H-pyrrol-3-yl)methyl)(methyl)carbamate), FC(C(=O)O)(F)F (trifluoroacetic acid). Solvent: ClCCl (dichloromethane). Run at time 2 hour. Yields the product C1(=CCCCC1)C=1N(C=C(C1)CNC)S(=O)(=O)C=1C=C(OCC(=O)NC2CC2)C=CC1 (2-(3-((2-(cyclohex-1-en-1-yl)-4-((methylamino)methyl)-1H-pyrrol-1-yl)sulfonyl)phenoxy)-N-cyclopropylacetamide). Reaction SMILES: [C:1]1([C:7]2[N:11]([S:12]([C:15]3[CH:20]=[CH:19][CH:18]=[C:17]([O:21][CH2:22][C:23]([NH:25][CH:26]4[CH2:28][CH2:27]4)=[O:24])[CH:16]=3)(=[O:14])=[O:13])[CH:10]=[C:9]([CH2:29][N:30](C)[C:31](=O)OC(C)(C)C)[CH:8]=2)[CH2:6][CH2:5][CH2:4][CH2:3][CH:2]=1.FC(F)(F)C(O)=O>ClCCl>[C:1]1([C:7]2[N:11]([S:12]([C:15]3[CH:16]=[C:17]([CH:18]=[CH:19][CH:20]=3)[O:21][CH2:22][C:23]([NH:25][CH:26]3[CH2:27][CH2:28]3)=[O:24])(=[O:13])=[O:14])[CH:10]=[C:9]([CH2:29][NH:30][CH3:31])[CH:8]=2)[CH2:6][CH2:5][CH2:4][CH2:3][CH:2]=1. Procedure details: tert-Butyl ((5-(cyclohex-1-en-1-yl)-1-((3-(2-(cyclopropylamino)-2-oxoethoxy)phenyl)sulfonyl)-1H-pyrrol-3-yl)methyl)(methyl)carbamate 7e (97 mg, 0.22 mmol) was dissolved in 8 mL of dichloromethane, and the reaction solution was cooled in an ice bath, followed by dropwise addition of 2 mL of trifluoroacetic acid. After removing the ice bath, the reaction solution was stirred at room temperature for 2 h. A saturated sodium bicarbonate solution was added dropwise until the pH of the reaction solutio... Reactants: nitrile, C(#N)C=1C=CC=2C(C3=CC=CC=C3SC2C1)=O (3-cyanothioxanthone), [N-]=[N+]=[N-].[Na+] (sodium azide), [Cl-].[NH4+] (ammonium chloride). The solvent is CN(C=O)C (dimethylformamide). The product is N1N=NN=C1C=1C=CC=2C(C3=CC=CC=C3SC2C1)=O (3-(5-Tetrazolyl)thioxanthone). As a reaction SMILES: [C:1]([C:3]1[CH:4]=[CH:5][C:6]2[C:7](=[O:17])[C:8]3[C:13]([S:14][C:15]=2[CH:16]=1)=[CH:12][CH:11]=[CH:10][CH:9]=3)#[N:2].[N-:18]=[N+:19]=[N-:20].[Na+].[Cl-].[NH4+]>CN(C)C=O>[NH:18]1[C:1]([C:3]2[CH:4]=[CH:5][C:6]3[C:7](=[O:17])[C:8]4[C:13]([S:14][C:15]=3[CH:16]=2)=[CH:12][CH:11]=[CH:10][CH:9]=4)=[N:2][N:20]=[N:19]1 |f:1.2,3.4|. Reported procedure: A mixture of 3-cyanothioxanthone (2.56 g), sodium azide (0.84 g) and ammonium chloride (0.70 g) in dimethylformamide (20 ml) was heated on a steam bath for 5 hrs. The nitrile dissolved after 2 hr., at the same time a precipitate of the product forming. Much solid crystallised out on cooling. The reaction mixture was poured into excess dilute hydrochloric acid, and the yellow precipitate was filtered off and washed with water. It was dissolved in dilute aqueous sodium hydroxide, filtered and repr... Conditions: time 24 hour. Reaction SMILES: C([O-])(O)=[O:2].[Na+].[Cl:6][C:7]1[CH:12]=[C:11]([O:13][C:14]2[N:19]=[CH:18][CH:17]=[CH:16][N:15]=2)[CH:10]=[CH:9][C:8]=1[C:20]1[C:29]([F:30])=[CH:28][C:27]2[N:26]=[CH:25][C:24]3[N:31]=[C:32]([CH3:48])[N:33]([C@H:34]4[CH2:39][CH2:38][N:37]([CH:40](CC=O)[C:41]([O-:43])=O)[CH2:36][C@@H:35]4[F:47])[C:23]=3[C:22]=2[CH:21]=1.CO.C(Cl)Cl>CO>[Cl:6][C:7]1[CH:12]=[C:11]([O:13][C:14]2[N:19]=[CH:18][CH:17]=[CH:16][N:15]=2)[CH:10]=[CH:9][C:8]=1[C:20]1[C:29]([F:30])=[CH:28][C:27]2[N:26]=[CH:25][C:24]3[N:31]=[C:32]([CH3:48])[N:33]([C@H:34]4[CH2:39][CH2:38][N:37]([C:40](=[O:2])[CH2:41][OH:43])[CH2:36][C@@H:35]4[F:47])[C:23]=3[C:22]=2[CH:21]=1 |f:0.1,3.4|. The product is ClC1=C(C=CC(=C1)OC1=NC=CC=N1)C1=CC=2C3=C(C=NC2C=C1F)N=C(N3[C@@H]3[C@H](CN(CC3)C(CO)=O)F)C (1-((3S,4S)-4-(8-(2-chloro-4-(pyrimidin-2-yloxy)phenyl)-7-fluoro-2-methyl-1H-imidazo[4,5-c]quinolin-1-yl)-3-fluoropiperidin-1-yl)-2-hydroxyethanone). Solvent: CO (MeOH). The reactants are C(=O)(O)[O-].[Na+] (NaHCO3), ClC1=C(C=CC(=C1)OC1=NC=CC=N1)C1=CC=2C3=C(C=NC2C=C1F)N=C(N3[C@@H]3[C@H](CN(CC3)C(C(=O)[O-])CC=O)F)C (2-((3S,4S)-4-(8-(2-chloro-4-(pyrimidin-2-yloxy)phenyl)-7-fluoro-2-methyl-1H-imidazo[4,5-c]quinolin-1-yl)-3-fluoropiperidin-1-yl)-2-oxoethylacetate), CO.C(Cl)Cl (MeOH DCM). Isolated yield 81.7%. Reported procedure: NaHCO3 (11 g, 0.1309 mol) was added to a stirred solution of 2-((3S,4S)-4-(8-(2-chloro-4-(pyrimidin-2-yloxy)phenyl)-7-fluoro-2-methyl-1H-imidazo[4,5-c]quinolin-1-yl)-3-fluoropiperidin-1-yl)-2-oxoethylacetate (8 g, 0.013 mol) in MeOH (300 mL) at RT and stirred for 24 h. The reaction was monitored by TLC (5% MeOH/DCM), after completion of reaction, the reaction mixture was filtered and wand washed with MeOH (100 mL). The filtrate was concentrated to remove methanol and the residue was dissolved in...